From a dataset of the Open Reaction Database (ORD), a public repository of structured organic reaction records. describe an organic reaction: reactants, conditions, products, and yield Reactants: BrC=1C=C(C=C(C1)C1=CC=C(C=C1)F)CO ((5-Bromo-4′-fluorobiphenyl-3-yl)methanol), C1(=CC=CC=C1)P(C1=CC=CC=C1)C1=CC=CC=C1 (triphenylphosphine), BrN1C(CCC1=O)=O (N-Bromosuccinimide). Run in O1CCCC1 (tetrahydrofuran), C(C)(=O)OCC (ethyl acetate). Run at temperature 0 celsius, time 16 hour. Yields the product BrC=1C=C(C=C(C1)CBr)C1=CC=C(C=C1)F (3-Bromo-5-(bromomethyl)-4′-fluorobiphenyl). RXN SMILES: [Br:1][C:2]1[CH:3]=[C:4]([CH2:15]O)[CH:5]=[C:6]([C:8]2[CH:13]=[CH:12][C:11]([F:14])=[CH:10][CH:9]=2)[CH:7]=1.C1(P(C2C=CC=CC=2)C2C=CC=CC=2)C=CC=CC=1.[Br:36]N1C(=O)CCC1=O>O1CCCC1.C(OCC)(=O)C>[Br:1][C:2]1[CH:7]=[C:6]([C:8]2[CH:13]=[CH:12][C:11]([F:14])=[CH:10][CH:9]=2)[CH:5]=[C:4]([CH2:15][Br:36])[CH:3]=1. Procedure details: (5-Bromo-4′-fluorobiphenyl-3-yl)methanol (0.42 g, 1.5 mmol) and triphenylphosphine (0.78 g, 2.98 mmol) were combined in tetrahydrofuran (8 mL) and cooled to 0° C. N-Bromosuccinimide (0.59 g, 3.1 mmol) was introduced in portions and the reaction allowed to warm to room temperature. After 16 h, the reaction mixture was diluted with ethyl acetate, washed with concentrated sodium bicarbonate (2×), then brine (2×), dried over sodium sulfate, and concentrated. Column chromatography on silica gel (5% e... The reactants are COC(=O)C(C)(C)c1cn(NC(=O)c2cnc(-c3ccccn3)nc2C)c2ccc(F)cc12, CO, [Na+], [OH-]. Product: Cc1nc(-c2ccccn2)ncc1C(=O)Nn1cc(C(C)(C)C(=O)O)c2cc(F)ccc21. RXN SMILES: [CH3:1][O:2][C:3]([C:4]([CH3:5])([CH3:6])[c:7]1[cH:8][n:9]([NH:17][C:18](=[O:19])[c:20]2[c:21]([CH3:32])[n:22][c:23](-[c:26]3[n:27][cH:28][cH:29][cH:30][cH:31]3)[n:24][cH:25]2)[c:10]2[cH:11][cH:12][c:13]([F:16])[cH:14][c:15]12)=[O:33].[CH3:36][OH:37].[Na+:35].[OH-:34]>>[O:2]=[C:3]([C:4]([CH3:5])([CH3:6])[c:7]1[cH:8][n:9]([NH:17][C:18](=[O:19])[c:20]2[c:21]([CH3:32])[n:22][c:23](-[c:26]3[n:27][cH:28][cH:29][cH:30][cH:31]3)[n:24][cH:25]2)[c:10]2[cH:11][cH:12][c:13]([F:16])[cH:14][c:15]12)[OH:33]. The solvent is C(C)(=O)OCC (ethyl acetate). RXN SMILES: [Cl-].O[NH3+:3].[C:4](=[O:7])([O-])[OH:5].[Na+].CS(C)=O.[CH2:13]([C:15]1[N:16]=[C:17]([CH2:42][CH2:43][CH3:44])[N:18]([CH2:27][C:28]2[CH:33]=[CH:32][C:31]([C:34]3[C:35]([C:40]#[N:41])=[CH:36][CH:37]=[CH:38][CH:39]=3)=[CH:30][CH:29]=2)[C:19](=[O:26])[C:20]=1[CH:21]([OH:25])[CH:22]([CH3:24])[CH3:23])[CH3:14]>C(OCC)(=O)C>[CH2:13]([C:15]1[N:16]=[C:17]([CH2:42][CH2:43][CH3:44])[N:18]([CH2:27][C:28]2[CH:29]=[CH:30][C:31]([C:34]3[CH:39]=[CH:38][CH:37]=[CH:36][C:35]=3[C:40]3[NH:3][C:4](=[O:7])[O:5][N:41]=3)=[CH:32][CH:33]=2)[C:19](=[O:26])[C:20]=1[CH:21]([OH:25])[CH:22]([CH3:23])[CH3:24])[CH3:14] |f:0.1,2.3|. Reaction conditions: temperature 40 celsius, time 30 minute. Procedure: A mixture of hydroxylammonium chloride (0.53 g), sodium hydrogen carbonate (0.75 g) and dimethyl sulfoxide (5 mL) was stirred at 40° C. for 30 min, 4′-{[4-ethyl-5-(1-hydroxy-2-methylpropyl)-6-oxo-2-propylpyrimidin-1(6H)-yl]methyl}biphenyl-2-carbonitrile (0.38 g) was added, and the mixture was stirred at 90° C. for 12 hr. The reaction mixture was diluted with ethyl acetate, washed with water and then with saturated brine, and dried over anhydrous magnesium sulfate. The solvent was evaporated unde... The reactants are [Cl-].O[NH3+] (hydroxylammonium chloride), C(O)([O-])=O.[Na+] (sodium hydrogen carbonate), CS(=O)C (dimethyl sulfoxide), C(C)C=1N=C(N(C(C1C(C(C)C)O)=O)CC1=CC=C(C=C1)C=1C(=CC=CC1)C#N)CCC (4′-{[4-ethyl-5-(1-hydroxy-2-methylpropyl)-6-oxo-2-propylpyrimidin-1(6H)-yl]methyl}biphenyl-2-carbonitrile). The yield is 30.1%. The product is C(C)C1=C(C(N(C(=N1)CCC)CC1=CC=C(C=C1)C1=C(C=CC=C1)C1=NOC(N1)=O)=O)C(C(C)C)O (6-ethyl-5-(1-hydroxy-2-methylpropyl)-3-{[2′-(5-oxo-4,5-dihydro-1,2,4-oxadiazol-3-yl)biphenyl-4-yl]methyl}-2-propylpyrimidin-4(3H)-one).